This data is from the Open Reaction Database (ORD), a public repository of structured organic reaction records. The task is: describe an organic reaction: reactants, conditions, products, and yield Reaction SMILES: [CH3:46][c:47]1[cH:48][cH:49][cH:50][cH:51][cH:52]1.[Cl:53][CH2:54][Cl:55].[OH:1][C:2]([C:3]([F:4])([F:5])[F:6])=[O:7].[s:8]1[c:9]([NH:17][CH:18]([CH2:19][c:20]2[cH:21][cH:22][c:23]([O:26][CH2:27][CH2:28][CH2:29][C:30]([NH:31][C:32]3=[N:37][CH2:36][CH2:35][CH2:34][NH:33]3)=[O:38])[cH:24][cH:25]2)[C:39](=[O:40])[O:41][C:42]([CH3:43])([CH3:44])[CH3:45])[n:10][c:11]2[c:12]1[cH:13][cH:14][cH:15][cH:16]2>>[s:8]1[c:9]([NH:17][CH:18]([CH2:19][c:20]2[cH:21][cH:22][c:23]([O:26][CH2:27][CH2:28][CH2:29][C:30]([NH:31][C:32]3=[N:37][CH2:36][CH2:35][CH2:34][NH:33]3)=[O:38])[cH:24][cH:25]2)[C:39](=[O:40])[OH:41])[n:10][c:11]2[c:12]1[cH:13][cH:14][cH:15][cH:16]2. Yields the product O=C(CCCOc1ccc(CC(Nc2nc3ccccc3s2)C(=O)O)cc1)NC1=NCCCN1. Starting materials: Cc1ccccc1, ClCCl, O=C(O)C(F)(F)F, CC(C)(C)OC(=O)C(Cc1ccc(OCCCC(=O)NC2=NCCCN2)cc1)Nc1nc2ccccc2s1.